This data is from the Open Reaction Database (ORD), a public repository of structured organic reaction records. The task is: describe an organic reaction: reactants, conditions, products, and yield Reactants: [Li]CCCC, CCCCCCCCCCC=O, C1CCOC1, O, Brc1cccc(OCc2ccccc2)c1. Yields the product CCCCCCCCCCC(O)c1cccc(OCc2ccccc2)c1. RXN SMILES: [CH2:16]([Li:17])[CH2:18][CH2:19][CH3:20].[CH:21]([CH2:22][CH2:23][CH2:24][CH2:25][CH2:26][CH2:27][CH2:28][CH2:29][CH2:30][CH3:31])=[O:32].[O:34]1[CH2:35][CH2:36][CH2:37][CH2:38]1.[OH2:33].[c:1]1([CH2:7][O:8][c:9]2[cH:10][c:11]([Br:15])[cH:12][cH:13][cH:14]2)[cH:2][cH:3][cH:4][cH:5][cH:6]1>>[c:1]1([CH2:7][O:8][c:9]2[cH:10][c:11]([CH:21]([CH2:22][CH2:23][CH2:24][CH2:25][CH2:26][CH2:27][CH2:28][CH2:29][CH2:30][CH3:31])[OH:32])[cH:12][cH:13][cH:14]2)[cH:2][cH:3][cH:4][cH:5][cH:6]1. Starting materials: C1(=CC=CC=C1)P(C1=CC=CC=C1)C1=CC=CC=C1 (triphenylphosphine), BrN1C(CCC1=O)=O (N-bromosuccinimide), FC(OC1=CC=C(C=C1)CCCO)(F)F (3-(4-trifluoromethoxyphenyl)-1-propanol). The solvent is C(Cl)Cl (methylene chloride). Conditions: time 3 hour. The product is BrCCCC1=CC=C(C=C1)OC(F)(F)F (1-(3-bromopropyl)-4-trifluoromethoxybenzene). Isolated yield 32.5%. As a reaction SMILES: [F:1][C:2]([F:15])([F:14])[O:3][C:4]1[CH:9]=[CH:8][C:7]([CH2:10][CH2:11][CH2:12]O)=[CH:6][CH:5]=1.C1(P(C2C=CC=CC=2)C2C=CC=CC=2)C=CC=CC=1.[Br:35]N1C(=O)CCC1=O>C(Cl)Cl>[Br:35][CH2:12][CH2:11][CH2:10][C:7]1[CH:8]=[CH:9][C:4]([O:3][C:2]([F:15])([F:14])[F:1])=[CH:5][CH:6]=1. Procedure details: Compound 52-2 (3.33 g) was dissolved in methylene chloride (30 ml), triphenylphosphine (4.35 g) and N-bromosuccinimide (2.95 g) were added under ice-cooling, and the mixture was stirred under ice-cooling for 1 hr, and further at room temperature for 3 hr. The reaction mixture was washed with water and saturated brine, and dried over anhydrous magnesium sulfate. The solvent was evaporated under reduced pressure. Diethyl ether (100 ml) was added, and the precipitated triphenylphosphine oxide was f... Reactants: [Cl-] (chloride), [S-]C#N.[K+] (potassium thiocyanate), CN(C1CNCC1)C (Dimethylpyrrolidin-3-yl-amine). The solvent is CC(=O)C (acetone). Conditions: temperature 0 celsius, time 3 hour. Yields the product CN(C1CN(CC1)C(N)=S)C (3-dimethylamino-pyrrolidine-1-carbothioic acid amide). Yield: 23.9%. RXN SMILES: [S-:1][C:2]#[N:3].[K+].[Cl-].[CH3:6][N:7]([CH3:13])[CH:8]1[CH2:12][CH2:11][NH:10][CH2:9]1>CC(C)=O>[CH3:6][N:7]([CH3:13])[CH:8]1[CH2:12][CH2:11][N:10]([C:2](=[S:1])[NH2:3])[CH2:9]1 |f:0.1|. Procedure details: To a suspension of potassium thiocyanate (2.02 g, 20.8 mmol) in acetone (10.7 mL) at 0° C. was slowly added pivolyl chloride (2.6 mL, 21.1 mmol). The mixture was stirred at 0° C. for 3 h. Dimethylpyrrolidin-3-yl-amine (2.44 g, 21.3 mmol) was added slowly at 0° C., and the reaction was allowed to warm to room temperature. After stirring at room temperature overnight, the reaction was concentrated, and concentrated hydrochloric acid (10 mL) was added. The reaction was heated to 95° C. with stirrin... The reactants are COC(=O)c1ccc(Br)c2ccccc12, O=C([O-])O, Cc1ccccc1, CCO, CCOC(C)=O, [Na+], O, OB(O)C=Cc1ccccc1. Yields the product COC(=O)c1ccc(C=Cc2ccccc2)c2ccccc12. As a reaction SMILES: [Br:1][c:2]1[cH:3][cH:4][c:5]([C:12](=[O:13])[O:14][CH3:15])[c:6]2[cH:7][cH:8][cH:9][cH:10][c:11]12.[C:34](=[O:35])([OH:36])[O-:37].[CH3:16][c:17]1[cH:18][cH:19][cH:20][cH:21][cH:22]1.[CH3:39][CH2:40][OH:41].[CH3:42][CH2:43][O:44][C:45]([CH3:46])=[O:47].[Na+:38].[OH2:48].[c:23]1([CH:29]=[CH:30][B:31]([OH:32])[OH:33])[cH:24][cH:25][cH:26][cH:27][cH:28]1>>[c:2]1([CH:30]=[CH:29][c:23]2[cH:24][cH:25][cH:26][cH:27][cH:28]2)[cH:3][cH:4][c:5]([C:12](=[O:13])[O:14][CH3:15])[c:6]2[cH:7][cH:8][cH:9][cH:10][c:11]12. Reactants: COC=1C=CC(=CC1)P2(=S)SP(=S)(S2)C=3C=CC(=CC3)OC (Lawesson's Reagent), C(#N)C1=C(C=NN1C1=CC=CC=C1)C(=O)NC (5-cyano-1-phenyl-N-methyl-1H-pyrazole-4-carboxamide). Solvent: C1(=CC=CC=C1)C (toluene). Product: C(#N)C1=C(C=NN1C1=CC=CC=C1)C(NC)=S (5-cyano-N-methyl-1-phenyl-1H-pyrazole-4-thiocarboxamide). The yield is 7.8%. RXN SMILES: COC1C=CC(P2(SP(C3C=CC(OC)=CC=3)(=S)S2)=[S:10])=CC=1.[C:23]([C:25]1[N:29]([C:30]2[CH:35]=[CH:34][CH:33]=[CH:32][CH:31]=2)[N:28]=[CH:27][C:26]=1[C:36]([NH:38][CH3:39])=O)#[N:24]>C1(C)C=CC=CC=1>[C:23]([C:25]1[N:29]([C:30]2[CH:35]=[CH:34][CH:33]=[CH:32][CH:31]=2)[N:28]=[CH:27][C:26]=1[C:36](=[S:10])[NH:38][CH3:39])#[N:24]. Procedure: Eight grams of Lawesson's Reagent was added to a stirring solution of 3 g of 5-cyano-1-phenyl-N-methyl-1H-pyrazole-4-carboxamide in 75 ml of toluene. The reaction mixture was refluxed for approximately 1 hour and the solution was evaporated to dryness. The residue was dissolved in methylene chloride and filtered. The filtrate was concentrated under reduced pressure and the residue was chromatographed employing high pressure liquid chromatography and methylene chloride as the eluent. Fractions co... Starting materials: COC(=O)CBr, Cc1c(F)cc(C(=O)NC2CC2)cc1-c1ccc2[nH]ncc2c1, [H-], [Na+], CN(C)C=O, O. Product: COC(=O)Cn1ncc2cc(-c3cc(C(=O)NC4CC4)cc(F)c3C)ccc21. RXN SMILES: [Br:26][CH2:27][C:28](=[O:29])[O:30][CH3:31].[CH:1]1([NH:4][C:5]([c:6]2[cH:7][c:8]([F:22])[c:9]([CH3:21])[c:10](-[c:12]3[cH:13][c:14]4[cH:15][n:16][nH:17][c:18]4[cH:19][cH:20]3)[cH:11]2)=[O:23])[CH2:2][CH2:3]1.[H-:24].[Na+:25].[O:33]=[CH:34][N:35]([CH3:36])[CH3:37].[OH2:32]>>[CH:1]1([NH:4][C:5]([c:6]2[cH:7][c:8]([F:22])[c:9]([CH3:21])[c:10](-[c:12]3[cH:13][c:14]4[cH:15][n:16][n:17]([CH2:27][C:28](=[O:29])[O:30][CH3:31])[c:18]4[cH:19][cH:20]3)[cH:11]2)=[O:23])[CH2:2][CH2:3]1. The reactants are C(C)OC(=O)C1CC=C(CC1)CCCCC(C(C(C(F)(F)F)(F)F)(F)F)(F)F (4-(5,5,6,6,7,7,8,8,8-Nonafluoro-octyl)-cyclohex-3-enecarboxylic Acid Ethyl Ester), [OH-].[K+] (potasium hydroxide). Run in O.C(C)O (water ethanol). Yields the product FC(CCCCC1=CCC(CC1)C(=O)O)(C(C(C(F)(F)F)(F)F)(F)F)F (4-(5,5,6,6,7,7,8,8,8-nonafluoro-octyl)-cyclohex-3-enecarboxylic acid). Yield: 93.0%. RXN SMILES: C([O:3][C:4]([CH:6]1[CH2:11][CH2:10][C:9]([CH2:12][CH2:13][CH2:14][CH2:15][C:16]([F:28])([F:27])[C:17]([F:26])([F:25])[C:18]([F:24])([F:23])[C:19]([F:22])([F:21])[F:20])=[CH:8][CH2:7]1)=[O:5])C.[OH-].[K+]>O.C(O)C>[F:27][C:16]([F:28])([C:17]([F:25])([F:26])[C:18]([F:23])([F:24])[C:19]([F:22])([F:20])[F:21])[CH2:15][CH2:14][CH2:13][CH2:12][C:9]1[CH2:10][CH2:11][CH:6]([C:4]([OH:5])=[O:3])[CH2:7][CH:8]=1 |f:1.2,3.4|. Reported procedure: A solution 4-(5,5,6,6,7,7,8,8,8-nonafluoro-octyl)-cyclohex-3-enecarboxylic acid ethyl ester (41) (1 equi.) and potasium hydroxide (3.5 equi.) in water-ethanol (1:1) (25 mL/mmole) was stirred at 80 C temperature for 2 h., cooled to room temperature and quenched with hydrochloric acid (5%), filtered resulted white solid, washed with water and dried under vacuum to give 4-(5,5,6,6,7,7,8,8,8-nonafluoro-octyl)-cyclohex-3-enecarboxylic acid (42) as a white solid (93%). Product: O=C(NNC(=S)[S-])c1ccncc1, [K+]. Reactants: NNC(=O)c1ccncc1, CCO, [K+], [OH-], S=C=S. RXN SMILES: [C:1]([c:2]1[cH:3][cH:4][n:5][cH:6][cH:7]1)(=[O:8])[NH:9][NH2:10].[CH3:16][CH2:17][OH:18].[K+:12].[OH-:11].[S:13]=[C:14]=[S:15]>>[C:1]([c:2]1[cH:3][cH:4][n:5][cH:6][cH:7]1)(=[O:8])[NH:9][NH:10][C:14](=[S:13])[S-:15].[K+:12]. Reactants: [Br-], Br, Cl, CCCC(C)Oc1ccc(C(C)=O)cc1F, [Na+], [Na+], [Na+], C1COCCO1, [OH-], O, O=S([O-])OS(=O)[O-]. Product: CCCC(C)Oc1ccc(C(=O)O)cc1F. Reaction SMILES: [Br-:20].[Br:19].[ClH:30].[F:1][c:2]1[cH:3][c:4]([C:14]([CH3:15])=[O:16])[cH:5][cH:6][c:7]1[O:8][CH:9]([CH2:10][CH2:11][CH3:12])[CH3:13].[Na+:18].[Na+:28].[Na+:29].[O:31]1[CH2:32][CH2:33][O:34][CH2:35][CH2:36]1.[OH-:17].[OH2:37].[S:21](=[O:22])([O:23][S:24]([O-:25])=[O:26])[O-:27]>>[F:1][c:2]1[cH:3][c:4]([C:14]([OH:16])=[O:22])[cH:5][cH:6][c:7]1[O:8][CH:9]([CH2:10][CH2:11][CH3:12])[CH3:13].